This data is from the Open Reaction Database (ORD), a public repository of structured organic reaction records. The task is: describe an organic reaction: reactants, conditions, products, and yield The reactants are C(=O)(OC(C)(C)C)N1[C@H](C(=O)O)CCC1 (Boc-Proline), Cl.CN(CCCN=C=NCC)C (1-(3-dimethylaminopropyl)-3-ethylcarbodiimide hydrochloride), [H-].ON1N=NC2=C1C=CC=C2 (1-hydroxybenzotriazole monohydride), C(=O)(OC(C)(C)C)[C@](C(=O)O)(CC1CCCCC1)N (Boc-(2R)-2-Amino-3-cyclohexylpropanoic acid), CN1CCOCC1 (N-methylmorpholine). The solvent is C(C)(=O)OCC (Ethyl acetate), C(Cl)Cl (methylene chloride), CO (methanol), Cl (hydrochloric acid), O1CCOCC1 (dioxane). Reaction conditions: time 8 hour. Yields the product Cl.COC([C@@H](CC1CCCCC1)N)=O ((2R)-2-Amino-3-cyclohexylpropanoic acid methyl ester hydrochloride), dipeptide. Yield: 93.0%. As a reaction SMILES: [C:1]([C@@:8]([NH2:19])([CH2:12][CH:13]1[CH2:18][CH2:17][CH2:16][CH2:15][CH2:14]1)C(O)=O)([O:3][C:4](C)(C)C)=[O:2].C(N1CCC[C@H]1C(O)=O)(OC(C)(C)C)=O.[ClH:35].CN(C)CCCN=C=NCC.[H-].ON1C2C=CC=CC=2N=N1.CN1CCOCC1>CO.Cl.O1CCOCC1.C(Cl)Cl.C(OCC)(=O)C>[ClH:35].[CH3:4][O:3][C:1](=[O:2])[C@H:8]([NH2:19])[CH2:12][CH:13]1[CH2:18][CH2:17][CH2:16][CH2:15][CH2:14]1 |f:2.3,4.5,12.13|. Procedure: (2R)-2-Amino-3-cyclohexylpropanoic acid methyl ester hydrochloride was prepared from Boc-(2R)-2-Amino-3-cyclohexylpropanoic acid (30 g, 0.11 mole) in 500 mL of methanol and 250 mL of 4N hydrochloric acid in dioxane for overnight at room temperature in 93% yield. This (22.58 g, 0.101 mole) was coupled with Boc-Proline (25.89 g, 0.11 mole) in the presence of 1-(3-dimethylaminopropyl)-3-ethylcarbodiimide hydrochloride (EDC) (21.31 g, 0.11 mole), 1-hydroxybenzotriazole monohydride (HOBT) (15.0 g, 0.... Starting materials: ClC1=C(C=CC=C1)C(C(=O)N)N1CC2=C(CC1)SC=C2 ((±)-(2-chlorophenyl)-(6,7-dihydro-4H-thieno[3,2-c]pyrid-5-yl)acetamide), CO (methanol), polyphosphoric acid. The product is ClC1=C(C=CC=C1)C(C(=O)OC)N1CC2=C(CC1)SC=C2 ((±)-Methyl (2-chlorophenyl)-(6,7-dihydro-4H-thieno[3,2-c]pyrid-5-yl)acetate). As a reaction SMILES: [Cl:1][C:2]1[CH:7]=[CH:6][CH:5]=[CH:4][C:3]=1[CH:8]([N:12]1[CH2:17][CH2:16][C:15]2[S:18][CH:19]=[CH:20][C:14]=2[CH2:13]1)[C:9](N)=[O:10].[CH3:21][OH:22]>>[Cl:1][C:2]1[CH:7]=[CH:6][CH:5]=[CH:4][C:3]=1[CH:8]([N:12]1[CH2:17][CH2:16][C:15]2[S:18][CH:19]=[CH:20][C:14]=2[CH2:13]1)[C:9]([O:22][CH3:21])=[O:10]. Reported procedure: 1 g (0.00326 mol) (±)-(2-chlorophenyl)-(6,7-dihydro-4H-thieno[3,2-c]pyrid-5-yl)acetamide was dissolved in 20 mL methanol and refluxed at 85° C. During the reflux 10 mL polyphosphoric acid was added dropwise over a period of 1 hr and refluxing was continued for 6 hour. The excess of solvent was removed under reduced pressure. To the residue, 50 mL ethyl acetate was added at 0° C. and the reaction mixture was made basic with aq. NaHCO3, up to pH 9. Out of the two phases separated, the organic laye... Conditions: temperature 85 celsius, time 6 hour.